Dataset: the Open Reaction Database (ORD), a public repository of structured organic reaction records. Task: describe an organic reaction: reactants, conditions, products, and yield Reactants: Br.ClCCC1=CC=C(C=C1)C=1N=C(SC1)C (4-(4-(2-chloroethyl)phenyl)-2-methylthiazole hydrobromide), C1(=CC=CC2=CC=CC=C12)N1CCNCC1 (N-(1-naphthyl)piperazine), C(C)(C)N(CC)C(C)C (diisopropylethylamine), C([O-])([O-])=O.[Na+].[Na+] (sodium carbonate), [I-].[Na+] (sodium iodide). The solvent is CC(=O)CC(C)C (methylisobutylketone). Yields the product C1(=CC=CC2=CC=CC=C12)N1CCN(CC1)CCC1=CC=C(C=C1)C=1N=C(SC1)C (4-(4-(2-(4-(1-Naphthyl)piperazinyl)ethyl)phenyl)-2-methylthiazole). Reaction SMILES: Br.Cl[CH2:3][CH2:4][C:5]1[CH:10]=[CH:9][C:8]([C:11]2[N:12]=[C:13]([CH3:16])[S:14][CH:15]=2)=[CH:7][CH:6]=1.[C:17]1([N:27]2[CH2:32][CH2:31][NH:30][CH2:29][CH2:28]2)[C:26]2[C:21](=[CH:22][CH:23]=[CH:24][CH:25]=2)[CH:20]=[CH:19][CH:18]=1.C(N(C(C)C)CC)(C)C.C(=O)([O-])[O-].[Na+].[Na+].[I-].[Na+]>CC(CC(C)C)=O>[C:17]1([N:27]2[CH2:32][CH2:31][N:30]([CH2:3][CH2:4][C:5]3[CH:10]=[CH:9][C:8]([C:11]4[N:12]=[C:13]([CH3:16])[S:14][CH:15]=4)=[CH:7][CH:6]=3)[CH2:29][CH2:28]2)[C:26]2[C:21](=[CH:22][CH:23]=[CH:24][CH:25]=2)[CH:20]=[CH:19][CH:18]=1 |f:0.1,4.5.6,7.8|. Procedure: To a 125 ml round-bottomed flask equipped with condenser and N2 inlet were added 2.39 g (7.5 mmol) of 4-(4-(2-chloroethyl)phenyl)-2-methylthiazole hydrobromide, 1.59 g (7.5 mmol) of N-(1-naphthyl)piperazine, 1.31 ml (7.5 mmol) of diisopropylethylamine, 1.59 g (15 mmol) of sodium carbonate, 5 mg of sodium iodide, and 50 ml of methylisobutylketone. The reaction was heated at reflux for 5 days, cooled, and the precipitate filtered. The solid was taken up in methylene chloride, washed with sodium bi... Reactants: OC1=CC=C2C(C=C(OC2=C1)C)=O (7-hydroxy-2-methylchromen-4-one), BrCCCCl (1-bromo-3-chloropropane), C([O-])([O-])=O.[K+].[K+] (potassium carbonate). The solvent is CC(=O)C (acetone), C(C)OCC (ethyl ether). The product is ClCCCOC1=CC=C2C(C=C(OC2=C1)C)=O (7-(3-Chloropropoxy)-2-methylchromen-4-one). The yield is 94.2%. Reaction SMILES: [OH:1][C:2]1[CH:11]=[C:10]2[C:5]([C:6](=[O:13])[CH:7]=[C:8]([CH3:12])[O:9]2)=[CH:4][CH:3]=1.Br[CH2:15][CH2:16][CH2:17][Cl:18].C(=O)([O-])[O-].[K+].[K+]>CC(C)=O.C(OCC)C>[Cl:18][CH2:17][CH2:16][CH2:15][O:1][C:2]1[CH:11]=[C:10]2[C:5]([C:6](=[O:13])[CH:7]=[C:8]([CH3:12])[O:9]2)=[CH:4][CH:3]=1 |f:2.3.4|. Procedure: 3.9 g (20 mmole) of 7-hydroxy-2-methylchromen-4-one, 4.4 ml (40 mmole) of 1-bromo-3-chloropropane and 6.1 g (40 mmole) of anhydrous potassium carbonate in 100 ml of acetone were mixed and refluxed under heating for 16 hours. The mixture was allowed to cool and the insoluble solid was separated by filtration. The filtrate was evaporated to dryness, and the residue obtained was suspended in ethyl ether, filtered, washed with ether and dried at vaccum to yield 4.76 g (85%) of the product, melting p... Reactants: CO (methanol), C([O-])([O-])=O.[Cs+].[Cs+] (cesium carbonate), COC1=NC(=CC=C1C1=NC2CCC(CC2C2=CC(=C(C=C12)OC)OCC)OC(C)=O)OC (acetic acid (2RS,4aRS,10bRS)-6-(2,6-dimethoxy-pyridin-3-yl)-9-ethoxy-8-methoxy-1,2,3,4,4a,10b-hexahydro-phenanthridin-2-yl ester). The solvent is ClCCl (dichloromethane). Conditions: time 19 hour. Yields the product COC1=NC(=CC=C1C1=NC2CCC(CC2C2=CC(=C(C=C12)OC)OCC)O)OC ((2RS,4aRS,10bRS)-6-(2,6-Dimethoxy-pyridin-3-yl)-9-ethoxy-8-methoxy-1,2,3,4,4a,10b-hexahydro-phenanthridin-2-ol). Isolated yield 59.7%. Reaction SMILES: [CH3:1][O:2][C:3]1[C:8]([C:9]2[C:22]3[C:17](=[CH:18][C:19]([O:25][CH2:26][CH3:27])=[C:20]([O:23][CH3:24])[CH:21]=3)[CH:16]3[CH:11]([CH2:12][CH2:13][CH:14]([O:28]C(=O)C)[CH2:15]3)[N:10]=2)=[CH:7][CH:6]=[C:5]([O:32][CH3:33])[N:4]=1.CO.C(=O)([O-])[O-].[Cs+].[Cs+]>ClCCl>[CH3:1][O:2][C:3]1[C:8]([C:9]2[C:22]3[C:17](=[CH:18][C:19]([O:25][CH2:26][CH3:27])=[C:20]([O:23][CH3:24])[CH:21]=3)[CH:16]3[CH:11]([CH2:12][CH2:13][CH:14]([OH:28])[CH2:15]3)[N:10]=2)=[CH:7][CH:6]=[C:5]([O:32][CH3:33])[N:4]=1 |f:2.3.4|. Reported procedure: 423 mg of acetic acid (2RS,4aRS,10bRS)-6-(2,6-dimethoxy-pyridin-3-yl)-9-ethoxy-8-methoxy-1,2,3,4,4a,10b-hexahydro-phenanthridin-2-yl ester (Example 18) dissolved in 1 ml of dichloromethane and 9 ml of methanol are added to 152 mg of cesium carbonate and the solution stirred for 19 h. The reaction mixture is adsorbed to silica gel and purified by flash chromatography to give 229 mg of the title compound as a colourless foam. Starting materials: N(=C=O)[C@@]12CC=CC[C@H]2CCC2=CC=C(C=C12)OC ((±)-cis-1,4,4a,9,10,10a-hexahydro-4a-isocyanato-6-methoxy-phenanthrene), [OH-].[K+] (KOH), Cl (HCl), C1COCCOCCOCCOCCOCCO1 (18-crown-6). Run in C1=CC=CC=C1 (benzene). Conditions: time 96 hour. The product is Cl.COC=1C=C2[C@]3(CC=CC[C@H]3CCC2=CC1)N ((±)-Cis-1,9,10,10a-tetrahydro-6-methoxy-4a(4H)-phenanthreneamine monohydrochloride). Isolated yield 53.0%. Reaction SMILES: [N:1]([C@@:4]12[C:17]3[C:12](=[CH:13][CH:14]=[C:15]([O:18][CH3:19])[CH:16]=3)[CH2:11][CH2:10][C@@H:9]1[CH2:8][CH:7]=[CH:6][CH2:5]2)=C=O.[OH-].[K+].C1OCCOCCOCCOCCOCCOC1.[ClH:40]>C1C=CC=CC=1>[ClH:40].[CH3:19][O:18][C:15]1[CH:16]=[C:17]2[C:12](=[CH:13][CH:14]=1)[CH2:11][CH2:10][C@H:9]1[C@:4]2([NH2:1])[CH2:5][CH:6]=[CH:7][CH2:8]1 |f:1.2,6.7|. Reported procedure: To a solution of the product from Example 125 (1.5 g) in benzene (10 ml) was added 50% aqueous KOH solution and a trace of 18-crown-6. The solution was stirred at room temperature for 96 hours. The reaction was treated with aqueous 3N HCl solution (300 ml) and extracted into ether (2×50 ml), dried and concentrated. The residue was converted to give the title compound as a white solid (0.83 g, 53%) mp 270° C. Starting materials: FC=1C=C2C(=NNC2=CC1)I (5-fluoro-3-iodo-indazole), ClCCCl (1,2-dichloroethane), C(=O)([O-])[O-].[K+].[K+] (K2CO3). The solvent is C(C)#N (ACN). Run at time 8 hour. Yields the product ClCCN1N=C(C2=CC(=CC=C12)F)I (1-(2-chloroethyl)-5-fluoro-3-iodo-1H-indazole). The yield is 67.0%. RXN SMILES: [F:1][C:2]1[CH:3]=[C:4]2[C:8](=[CH:9][CH:10]=1)[NH:7][N:6]=[C:5]2[I:11].[Cl:12][CH2:13][CH2:14]Cl.C([O-])([O-])=O.[K+].[K+]>C(#N)C>[Cl:12][CH2:13][CH2:14][N:7]1[C:8]2[C:4](=[CH:3][C:2]([F:1])=[CH:10][CH:9]=2)[C:5]([I:11])=[N:6]1 |f:2.3.4|. Procedure: To a solution of 5-fluoro-3-iodo-indazole (3.0 g, 11.5 mmol) and 1,2-dichloroethane (5.7 g, 57.3 mmol) in ACN (50 mL) was added K2CO3 (3.2 g, 22.9 mmol) at rt. The reaction was stirred overnight at reflux. The reaction mixture was filtered and concentrated in vacuo. Purification by silica gel chromatography (30:1:5 hexanes/EtOAc/DCM) gave 2.5 g (67%) of the title compound as a yellow solid. 1H NMR (300 MHz, CDCl3): δ 3.97 (2H, t, J=6.0 Hz), 4.69 (2H, t, J=6.0 Hz), 7.13 (1H, dd, J=1.8, 7.8 Hz), 7... The reactants are C(C)OC(C(C)N1C(COC2=C1C=C(C=C2)Br)=S)=O (2-(6-bromo-3-thioxo-2,3-dihydro-benzo[1,4]oxazin-4-yl)-propionic acid ethyl ester), O.NN (hydrazine hydrate). Solvent: CCO (EtOH). Reaction conditions: time 8 hour. The product is BrC=1C=C2N3C(C(NN=C3COC2=CC1)=O)C (6-bromo-4-methyl-2,10-dihydro-9-oxa-1,2,4a-triaza-phenanthren-3-one). Isolated yield 91.3%. As a reaction SMILES: C([O:3][C:4](=O)[CH:5]([N:7]1[C:12]2[CH:13]=[C:14]([Br:17])[CH:15]=[CH:16][C:11]=2[O:10][CH2:9][C:8]1=S)[CH3:6])C.O.[NH2:21][NH2:22]>CCO>[Br:17][C:14]1[CH:13]=[C:12]2[C:11](=[CH:16][CH:15]=1)[O:10][CH2:9][C:8]1[N:7]2[CH:5]([CH3:6])[C:4](=[O:3])[NH:21][N:22]=1 |f:1.2|. Procedure: To a solution of 2-(6-bromo-3-thioxo-2,3-dihydro-benzo[1,4]oxazin-4-yl)-propionic acid ethyl ester (28 g, 81.4 mmol) in EtOH (100 mL) was added hydrazine hydrate (98%, 13.1 g, 162.8 mmol). The reaction mixture was stirred at ambient temperature overnight. The precipitate was collected by filtration and washed with cold EtOH (3×10 mL) to give 6-bromo-4-methyl-2,10-dihydro-9-oxa-1,2,4a-triaza-phenanthren-3-one as a yellow solid (22.0 g, 74.3 mmol, 92%). 1H NMR (DMSO-d6, 400 MHz): δ 10.83 (s, 1H), ... Starting materials: OC1=NC(N=C(C1([N+](=O)[O-])[N+](=O)[O-])O)=C([N+](=O)[O-])[N+](=O)[O-] (4,6-dihydroxy-5,5-dinitro-2-(dinitromethylene)-2,5-dihydropyrimidine), OC1=NC(=NC(=C1)O)C (4,6-dihydroxy-2-methylpyrimidine). Yields the product NC(=C([N+](=O)[O-])[N+](=O)[O-])N (1,1-diamino-2,2-dinitroethylene). Isolated yield 85.0%. RXN SMILES: OC1C([N+]([O-])=O)([N+]([O-])=O)C(O)=[N:5][C:4](=[C:15]([N+:19]([O-:21])=[O:20])[N+:16]([O-:18])=[O:17])[N:3]=1.OC1C=C(O)N=C(C)N=1>>[NH2:3][C:4]([NH2:5])=[C:15]([N+:19]([O-:21])=[O:20])[N+:16]([O-:18])=[O:17]. Procedure: The 4,6-dihydroxy-5,5-dinitro-2-(dinitromethylene)-2,5-dihydropyrimidine produced by the nitration reaction of 4,6-dihydroxy-2-methylpyrimidine in this example was hydrolyzed to give 1,1-diamino-2,2-dinitroethylene with the combined yield of 85%. The reactants are CCC(CC)C(=O)Nc1sc2c(c1C#N)CCN(C(=O)OC(C)(C)C)C2, ClCCl, O=C(O)C(F)(F)F. Yields the product CCC(CC)C(=O)Nc1sc2c(c1C#N)CCNC2. As a reaction SMILES: [C:1](#[N:2])[c:3]1[c:4]([NH:19][C:20]([CH:21]([CH2:22][CH3:23])[CH2:24][CH3:25])=[O:26])[s:5][c:6]2[c:11]1[CH2:10][CH2:9][N:8]([C:12]([O:13][C:14]([CH3:15])([CH3:16])[CH3:17])=[O:18])[CH2:7]2.[Cl:34][CH2:35][Cl:36].[OH:27][C:28]([C:29]([F:30])([F:31])[F:32])=[O:33]>>[C:1](#[N:2])[c:3]1[c:4]([NH:19][C:20]([CH:21]([CH2:22][CH3:23])[CH2:24][CH3:25])=[O:26])[s:5][c:6]2[c:11]1[CH2:10][CH2:9][NH:8][CH2:7]2. The reactants are CCOC(=O)c1csc(N2CCN(C(=O)Cn3nc(C(F)(F)F)cc3C)CC2)n1, CO, Cl, [Na+], C1CCOC1, [OH-]. Yields the product Cc1cc(C(F)(F)F)nn1CC(=O)N1CCN(c2nc(C(=O)O)cs2)CC1. As a reaction SMILES: [CH2:1]([CH3:2])[O:3][C:4](=[O:5])[c:6]1[n:7][c:8]([N:11]2[CH2:12][CH2:13][N:14]([C:17]([CH2:18][n:19]3[n:20][c:21]([C:25]([F:26])([F:27])[F:28])[cH:22][c:23]3[CH3:24])=[O:29])[CH2:15][CH2:16]2)[s:9][cH:10]1.[CH3:33][OH:34].[ClH:32].[Na+:31].[O:35]1[CH2:36][CH2:37][CH2:38][CH2:39]1.[OH-:30]>>[O:3]=[C:4]([OH:5])[c:6]1[n:7][c:8]([N:11]2[CH2:12][CH2:13][N:14]([C:17]([CH2:18][n:19]3[n:20][c:21]([C:25]([F:26])([F:27])[F:28])[cH:22][c:23]3[CH3:24])=[O:29])[CH2:15][CH2:16]2)[s:9][cH:10]1. The product is Cl.C(C)N1C2=C(N(C(C(C1=O)(C)C)=O)C)C=C(C=C2)CN(C(C2=CC=CC=C2)=O)CCC=2C=NC=CC2 (N-(1-ethyl-3,3,5-trimethyl-2,4-dioxo-2,3,4,5-tetrahydro-1H-benzo[b][1,4]diazepin-7-ylmethyl)-N-(2-pyridin-3-ylethyl)benzamide hydrochloride). Reported procedure: Benzoyl chloride(0.13 ml) was added to an acetonitrile solution (6 ml) of 1-ethyl-3,3,5-trimethyl-7-[(2-pyridin-3-ylethylamino)methyl]-1,5-dihydrobenzo[b][1,4]diazepine-2,4-dione(0.38 g) and triethylamine(0.17 ml) under ice cooling. The mixture was stirred at room temperature overnight. An aqueous sodium hydrogencarbonate solution was added to the reaction mixture, followed by extraction by ethyl acetate. The organic layer was dried over anhydrous sodium sulfate, and condensed under reduced pres... Reaction conditions: time 8 hour. RXN SMILES: [C:1]([Cl:9])(=[O:8])[C:2]1[CH:7]=[CH:6][CH:5]=[CH:4][CH:3]=1.[CH2:10]([N:12]1[C:18](=[O:19])[C:17]([CH3:21])([CH3:20])[C:16](=[O:22])[N:15]([CH3:23])[C:14]2[CH:24]=[C:25]([CH2:28][NH:29][CH2:30][CH2:31][C:32]3[CH:33]=[N:34][CH:35]=[CH:36][CH:37]=3)[CH:26]=[CH:27][C:13]1=2)[CH3:11].C(=O)([O-])O.[Na+].C(O)C.Cl>C(O)(C)C.C(N(CC)CC)C.C(#N)C>[ClH:9].[CH2:10]([N:12]1[C:18](=[O:19])[C:17]([CH3:21])([CH3:20])[C:16](=[O:22])[N:15]([CH3:23])[C:14]2[CH:24]=[C:25]([CH2:28][N:29]([CH2:30][CH2:31][C:32]3[CH:33]=[N:34][CH:35]=[CH:36][CH:37]=3)[C:1](=[O:8])[C:2]3[CH:7]=[CH:6][CH:5]=[CH:4][CH:3]=3)[CH:26]=[CH:27][C:13]1=2)[CH3:11] |f:2.3,4.5,9.10|. Reactants: C(C1=CC=CC=C1)(=O)Cl (Benzoyl chloride), C(C)N1C2=C(N(C(C(C1=O)(C)C)=O)C)C=C(C=C2)CNCCC=2C=NC=CC2 (1-ethyl-3,3,5-trimethyl-7-[(2-pyridin-3-ylethylamino)methyl]-1,5-dihydrobenzo[b][1,4]diazepine-2,4-dione), C(C)O.Cl (hydrogen chloride ethanol), C(O)([O-])=O.[Na+] (sodium hydrogencarbonate). Run in C(C)N(CC)CC (triethylamine), C(C)#N (acetonitrile), C(C)(C)O (isopropyl alcohol).